This data is from the Open Reaction Database (ORD), a public repository of structured organic reaction records. The task is: describe an organic reaction: reactants, conditions, products, and yield The product is CSCc1cccc2c(C(CCC#N)c3ccc(Cl)c(F)c3)c[nH]c12. Reactants: CCOC(C)=O, CS(C)=O, CSCc1cccc2c(C(CCOS(C)(=O)=O)c3ccc(Cl)c(F)c3)c[nH]c12, N#C[K]. RXN SMILES: [CH3:32][CH2:33][O:34][C:35](=[O:36])[CH3:37].[CH3:38][S:39]([CH3:40])=[O:41].[CH3:4][S:5]([O:6][CH2:9][CH2:10][CH:11]([c:12]1[cH:13][nH:14][c:15]2[c:16]([CH2:21][S:22][CH3:23])[cH:17][cH:18][cH:19][c:20]12)[c:24]1[cH:25][c:26]([F:31])[c:27]([Cl:30])[cH:28][cH:29]1)(=[O:7])=[O:8].[K:1][C:2]#[N:3]>>[C:2](#[N:3])[CH2:9][CH2:10][CH:11]([c:12]1[cH:13][nH:14][c:15]2[c:16]([CH2:21][S:22][CH3:23])[cH:17][cH:18][cH:19][c:20]12)[c:24]1[cH:25][c:26]([F:31])[c:27]([Cl:30])[cH:28][cH:29]1.